The task is: describe an organic reaction: reactants, conditions, products, and yield. This data is from the Open Reaction Database (ORD), a public repository of structured organic reaction records. Yields the product CC(=O)Nc1ccc(C(=O)O)c(NC(=O)CC(C)c2ccc3ccccc3c2)c1. Reaction SMILES: [CH3:1][O:2][C:3](=[O:4])[c:5]1[c:6]([NH:15][C:16]([CH2:17][CH:18]([CH3:19])[c:20]2[cH:21][c:22]3[cH:23][cH:24][cH:25][cH:26][c:27]3[cH:28][cH:29]2)=[O:30])[cH:7][c:8]([NH:11][C:12]([CH3:13])=[O:14])[cH:9][cH:10]1.[CH3:33][OH:34].[Na+:32].[OH-:31]>>[O:2]=[C:3]([OH:4])[c:5]1[c:6]([NH:15][C:16]([CH2:17][CH:18]([CH3:19])[c:20]2[cH:21][c:22]3[cH:23][cH:24][cH:25][cH:26][c:27]3[cH:28][cH:29]2)=[O:30])[cH:7][c:8]([NH:11][C:12]([CH3:13])=[O:14])[cH:9][cH:10]1. Reactants: COC(=O)c1ccc(NC(C)=O)cc1NC(=O)CC(C)c1ccc2ccccc2c1, CO, [Na+], [OH-]. Yields the product ClC1=NC(=CC=C1)S(=O)(=O)[O-].[Li+] (lithium 2-chloropyridine-6-sulfonate). As a reaction SMILES: [Cl:1][C:2]1[CH:7]=[CH:6][CH:5]=[C:4]([S:8]([OH:11])(=[O:10])=[O:9])[N:3]=1.[OH-].[Li+:13]>O>[Cl:1][C:2]1[CH:7]=[CH:6][CH:5]=[C:4]([S:8]([O-:11])(=[O:10])=[O:9])[N:3]=1.[Li+:13] |f:1.2,4.5|. The solvent is O (water). The reactants are ClC1=NC(=CC=C1)S(=O)(=O)O (2-chloropyridine-6-sulfonic acid), [OH-].[Li+] (lithium hydroxide). The yield is 89.5%. Procedure details: Into a 200 ml egg-plant type flask, 785.2 mg (4.06 mmol) of 2-chloropyridine-6-sulfonic acid was charged, then dissolved with an addition of 2 ml of water and neutralized with an aqueous lithium hydroxide solution. The solvent was distilled off under reduced pressure, and after an addition of 100 ml of 2-propanol, the mixture was heated. Insoluble matters were removed by filtration, and the solvent was distilled under reduced pressure to obtain 725 mg (89.5%) of lithium 2-chloropyridine-6-sulfon... The reactants are O (Water), C(C1=CC=CC=C1)N1CCNCC1 (1-Benzylpiperazine), C([O-])([O-])=O.[K+].[K+] (potassium carbonate), ClC1=CC=C(C=C1)[N+](=O)[O-] (1-chloro-4-nitrobenzene). Solvent: CN(C=O)C (dimethylformamide). Run at time 7 hour. Yields the product C(C1=CC=CC=C1)N1CCN(CC1)C1=CC=C(C=C1)[N+](=O)[O-] (4-(4-benzyl-1-piperazinyl)-1-nitrobenzene). Isolated yield 75.0%. Reaction SMILES: [CH2:1]([N:8]1[CH2:13][CH2:12][NH:11][CH2:10][CH2:9]1)[C:2]1[CH:7]=[CH:6][CH:5]=[CH:4][CH:3]=1.C(=O)([O-])[O-].[K+].[K+].Cl[C:21]1[CH:26]=[CH:25][C:24]([N+:27]([O-:29])=[O:28])=[CH:23][CH:22]=1.O>CN(C)C=O>[CH2:1]([N:8]1[CH2:13][CH2:12][N:11]([C:21]2[CH:26]=[CH:25][C:24]([N+:27]([O-:29])=[O:28])=[CH:23][CH:22]=2)[CH2:10][CH2:9]1)[C:2]1[CH:3]=[CH:4][CH:5]=[CH:6][CH:7]=1 |f:1.2.3|. Procedure details: 1-Benzylpiperazine (2.8 ml; 16 mmol) and potassium carbonate (2.3 g; 17 mmol) were added to a solution of 1-chloro-4-nitrobenzene (2.0 g; 13 mmol) in dimethylformamide (0.5 ml), and the mixture was stirred for 7 hours in a bath controlled at 100° C. Water was added to the reaction mixture to conduct extraction with chloroform. The organic layer was washed with saturated brine, dried over anhydrous sodium sulfate and then concentrated under reduced pressure. The resultant crude oil was purified b... The reactants are O=C(O)COCC1CCCCN1S(=O)(=O)c1ccc(Br)cc1, c1cc(N2CCNCC2)ccn1. Yields the product O=C(COCC1CCCCN1S(=O)(=O)c1ccc(Br)cc1)N1CCN(c2ccncc2)CC1. RXN SMILES: [Br:1][c:2]1[cH:3][cH:4][c:5]([S:8](=[O:9])(=[O:10])[N:11]2[CH:12]([CH2:17][O:18][CH2:19][C:20](=[O:21])[OH:22])[CH2:13][CH2:14][CH2:15][CH2:16]2)[cH:6][cH:7]1.[n:23]1[cH:24][cH:25][c:26]([N:29]2[CH2:30][CH2:31][NH:32][CH2:33][CH2:34]2)[cH:27][cH:28]1>>[Br:1][c:2]1[cH:3][cH:4][c:5]([S:8](=[O:9])(=[O:10])[N:11]2[CH:12]([CH2:17][O:18][CH2:19][C:20](=[O:21])[N:32]3[CH2:31][CH2:30][N:29]([c:26]4[cH:25][cH:24][n:23][cH:28][cH:27]4)[CH2:34][CH2:33]3)[CH2:13][CH2:14][CH2:15][CH2:16]2)[cH:6][cH:7]1. The reactants are [Br-].C1(CCCC1)[P+](C1=CC=CC=C1)(C1=CC=CC=C1)C1=CC=CC=C1 (Cyclopentyltriphenylphosphonium bromide), [H-].[Na+] (sodium hydride), COC1=C(C=O)C=CC=C1 (2-methoxybenzaldehyde). The solvent is O (water), CS(=O)C (DMSO). Reaction conditions: temperature 60 celsius. Yields the product C1(CCCC1)=CC1=C(C=CC=C1)OC (1-cyclopentylidenemethyl-2-methoxybenzene). Yield: 67.0%. As a reaction SMILES: [H-].[Na+].[Br-].[CH:4]1([P+](C2C=CC=CC=2)(C2C=CC=CC=2)C2C=CC=CC=2)[CH2:8][CH2:7][CH2:6][CH2:5]1.[CH3:28][O:29][C:30]1[CH:37]=[CH:36][CH:35]=[CH:34][C:31]=1[CH:32]=O>CS(C)=O.O>[C:4]1(=[CH:32][C:31]2[CH:34]=[CH:35][CH:36]=[CH:37][C:30]=2[O:29][CH3:28])[CH2:8][CH2:7][CH2:6][CH2:5]1 |f:0.1,2.3|. Procedure details: A suspension of sodium hydride (608 mmol, 24.3 g; 60% dispersion in oil) in dry DMSO (3L) was heated to 60° C. for one hour and cooled to an internal temperature of 42° C. Cyclopentyltriphenylphosphonium bromide (608 mmol, 250 g) was added in one portion and to the resulting red solution was added 2-methoxybenzaldehyde (669 mmol, 91.0 g; 80.7 mL) dropwise over a few minutes. The dark reaction mixture was heated to 60° C. for 18 hours and cooled to room temperature. The reaction was diluted with ...